This data is from the Open Reaction Database (ORD), a public repository of structured organic reaction records. The task is: describe an organic reaction: reactants, conditions, products, and yield Starting materials: C(#N)N=C(N[C@H]1C(N(C[C@@H](CC1)C1=C(C(=CC=C1)F)F)CC)=O)OC1=CC=CC=C1 (phenyl N′-cyano-N-[(3R,6S)-6-(2,3-difluorophenyl)-1-ethyl-2-oxoazepan-3-yl]imidocarbamate), Cl.Cl.O=C1N(C=2C(=NC=CC2)N1)C1CCNCC1 (2-oxo-1-(4-piperidinyl)-2,3-dihydro-1H-imidazo[4,5-b]pyridine dihydrochloride), C(C)(C)N(C(C)C)CC (N,N-diisopropylethylamine). Solvent: C(CCCC)O (1-pentanol). Product: C(#N)N=C(N[C@H]1C(N(C[C@@H](CC1)C1=C(C(=CC=C1)F)F)CC)=O)N1CCC(CC1)N1C(NC2=NC=CC=C21)=O (N′-Cyano-N-[(3R,6S)-6-(2,3-difluorophenyl)-1-ethyl-2-oxoazepan-3-yl]-4-(2-oxo-2,3 dihydro-1H-imidazo[4,5-b]pyridin-1-yl)piperidine-1-carboximidamide). Yield: 4.6%. Reaction SMILES: [C:1]([N:3]=[C:4](OC1C=CC=CC=1)[NH:5][C@@H:6]1[CH2:12][CH2:11][C@@H:10]([C:13]2[CH:18]=[CH:17][CH:16]=[C:15]([F:19])[C:14]=2[F:20])[CH2:9][N:8]([CH2:21][CH3:22])[C:7]1=[O:23])#[N:2].Cl.Cl.[O:33]=[C:34]1[NH:42][C:37]2=[N:38][CH:39]=[CH:40][CH:41]=[C:36]2[N:35]1[CH:43]1[CH2:48][CH2:47][NH:46][CH2:45][CH2:44]1.C(N(CC)C(C)C)(C)C>C(O)CCCC>[C:1]([N:3]=[C:4]([N:46]1[CH2:45][CH2:44][CH:43]([N:35]2[C:36]3[C:37](=[N:38][CH:39]=[CH:40][CH:41]=3)[NH:42][C:34]2=[O:33])[CH2:48][CH2:47]1)[NH:5][C@@H:6]1[CH2:12][CH2:11][C@@H:10]([C:13]2[CH:18]=[CH:17][CH:16]=[C:15]([F:19])[C:14]=2[F:20])[CH2:9][N:8]([CH2:21][CH3:22])[C:7]1=[O:23])#[N:2] |f:1.2.3|. Reported procedure: A solution of phenyl N′-cyano-N-[(3R,6S)-6-(2,3-difluorophenyl)-1-ethyl-2-oxoazepan-3-yl]imidocarbamate (166 mg, 0.402 mmol) and 2-oxo-1-(4-piperidinyl)-2,3-dihydro-1H-imidazo[4,5-b]pyridine dihydrochloride (116 mg, 0.402 mmol), in 1-pentanol (10 mL) was treated with N,N-diisopropylethylamine (52 mg, 0.402 mmol). This mixture was heated to reflux for 24 h. Concentration and purification by silica gel chromatography (0%→10% methanol/dichloromethane) followed by reverse phase HPLC (C-18, 95% water... The reactants are CC1=CC=C(C=C1)C1=C(C=NO1)C(=O)O (5-(4-methylphenyl)isoxazole-4-carboxylic acid), Cl.FC1=CC=C(CC2CNCC2)C=C1 (3-(4-fluorobenzyl)pyrrolidine hydrochloride). Yields the product FC1=CC=C(CC2CN(CC2)C(=O)C=2C=NOC2C2=CC=C(C=C2)C)C=C1 (4-{[3-(4-Fluorobenzyl)pyrrolidin-1-yl]carbonyl}-5-(4-methylphenyl)isoxazole), solid. RXN SMILES: [CH3:1][C:2]1[CH:7]=[CH:6][C:5]([C:8]2[O:12][N:11]=[CH:10][C:9]=2[C:13]([OH:15])=O)=[CH:4][CH:3]=1.Cl.[F:17][C:18]1[CH:29]=[CH:28][C:21]([CH2:22][CH:23]2[CH2:27][CH2:26][NH:25][CH2:24]2)=[CH:20][CH:19]=1>>[F:17][C:18]1[CH:19]=[CH:20][C:21]([CH2:22][CH:23]2[CH2:27][CH2:26][N:25]([C:13]([C:9]3[CH:10]=[N:11][O:12][C:8]=3[C:5]3[CH:4]=[CH:3][C:2]([CH3:1])=[CH:7][CH:6]=3)=[O:15])[CH2:24]2)=[CH:28][CH:29]=1 |f:1.2|. Procedure details: The title compound was prepared from 5-(4-methylphenyl)isoxazole-4-carboxylic acid (10.2 mg, 0.050 mmol) and 3-(4-fluorobenzyl)pyrrolidine hydrochloride (12.9 mg, 0.060 mmol) as described in synthetic method B and thereafter purified by preparative HPLC method B to give a solid (6.3 mg). Calcd for C22H21FN2O2: 364.1587, found 364.1604. Starting materials: CSC1=NC2=C(N1)C=C(C=C2)C=2C=CC1=C(CN(CCO1)C1=CC=NC3=CC=CC=C13)C2 (7-[2-(methylthio)-1H-benzimidazol-6-yl]-4-quinolin-4-yl-2,3,4,5-tetra-hydro-1,4-benzoxazepine), C(C)N (ethylamine). Solvent: C(C)O (ethanol). Conditions: temperature 150 celsius. The product is C(C)NC1=NC2=C(N1)C=C(C=C2)C=2C=CC1=C(CN(CCO1)C1=CC=NC3=CC=CC=C13)C2 (N-ethyl-6-(4-quinolin-4-yl-2,3,4,5-tetrahydro-1,4-benzoxazepin-7-yl)-1H-benzimidazol-2-amine), acetate salt. The yield is 7.0%. RXN SMILES: CS[C:3]1[NH:7][C:6]2[CH:8]=[C:9]([C:12]3[CH:13]=[CH:14][C:15]4[O:21][CH2:20][CH2:19][N:18]([C:22]5[C:31]6[C:26](=[CH:27][CH:28]=[CH:29][CH:30]=6)[N:25]=[CH:24][CH:23]=5)[CH2:17][C:16]=4[CH:32]=3)[CH:10]=[CH:11][C:5]=2[N:4]=1.[CH2:33]([NH2:35])[CH3:34]>C(O)C>[CH2:33]([NH:35][C:3]1[NH:7][C:6]2[CH:8]=[C:9]([C:12]3[CH:13]=[CH:14][C:15]4[O:21][CH2:20][CH2:19][N:18]([C:22]5[C:31]6[C:26](=[CH:27][CH:28]=[CH:29][CH:30]=6)[N:25]=[CH:24][CH:23]=5)[CH2:17][C:16]=4[CH:32]=3)[CH:10]=[CH:11][C:5]=2[N:4]=1)[CH3:34]. Reported procedure: A solution of 7-[2-(methylthio)-1H-benzimidazol-6-yl]-4-quinolin-4-yl-2,3,4,5-tetra-hydro-1,4-benzoxazepine (52 mg, 0.12 mmol, prepared according to the method of example 19) and ethylamine (1.5 mL) in ethanol (3 mL) heated with microwave irradiation at 150° C. for 8 h. Purification of the crude material by preparative reverse phase HPLC (0.1% aqueous ammonium acetate-acetonitrile) provided the title Compound as acetate salt (4 mg, 7% yield) as a colorless solid. 1H NMR (400 MHz, methanol-d4): 8... The reactants are ClC=1C=C(C=C(C1)Cl)C1(CC(=NC1)C1=CC(=C(C=O)C=C1)C)C(F)(F)F (4-[4-(3,5-dichloro-phenyl)-4-trifluoromethyl-4,5-dihydro-3H-pyrrol-2-yl]-2-methyl-benzaldehyde), Cl.C(C)NNC(=O)N (ethyl semicarbazide hydrochloride), C(C)O (ethanol). Solvent: C(C)(=O)O (acetic acid). Conditions: temperature 70 celsius. The product is C(C)N(N=CC1=C(C=C(C=C1)C1=NCC(C1)(C(F)(F)F)C1=CC(=CC(=C1)Cl)Cl)C)C(=O)N (4-[4-(3,5-dichloro-phenyl)-4-trifluoromethyl-4,5-dihydro-3H-pyrrol-2-yl]-2-methyl-benzaldehyde-ethylsemicarbazone). Yield: 60.0%. As a reaction SMILES: [Cl:1][C:2]1[CH:3]=[C:4]([C:9]2([C:23]([F:26])([F:25])[F:24])[CH2:13][N:12]=[C:11]([C:14]3[CH:21]=[CH:20][C:17](C=O)=[C:16]([CH3:22])[CH:15]=3)[CH2:10]2)[CH:5]=[C:6]([Cl:8])[CH:7]=1.Cl.[CH2:28]([NH:30][NH:31][C:32]([NH2:34])=[O:33])C.[CH2:35](O)[CH3:36]>C(O)(=O)C>[CH2:35]([N:31]([C:32]([NH2:34])=[O:33])[N:30]=[CH:28][C:17]1[CH:20]=[CH:21][C:14]([C:11]2[CH2:10][C:9]([C:4]3[CH:5]=[C:6]([Cl:8])[CH:7]=[C:2]([Cl:1])[CH:3]=3)([C:23]([F:25])([F:24])[F:26])[CH2:13][N:12]=2)=[CH:15][C:16]=1[CH3:22])[CH3:36] |f:1.2|. Procedure: A mixture of 4-[4-(3,5-dichloro-phenyl)-4-trifluoromethyl-4,5-dihydro-3H-pyrrol-2-yl]-2-methyl-benzaldehyde (208 mg, 0.520 mmol) and ethyl semicarbazide hydrochloride (109 mg 0.780 mmol) in ethanol (5 mL) and glacial acetic acid (0.1 mL) was heated at 70° C. for 4 h. After cooling, the mixture was concentrated in vacuum. The residue was purified by flash chromatography on silica gel to give the title compound (151 mg, 60%). Reactants: CC#N, COc1ccc(C2=NN(C3CCN(C(=O)CCl)CC3)C(=O)C2(C)C)cc1OC, [K+], [K+], O=C([O-])[O-], O=C1Cc2ccccc2N1. Yields the product COc1ccc(C2=NN(C3CCN(C(=O)CN4C(=O)Cc5ccccc54)CC3)C(=O)C2(C)C)cc1OC. Reaction SMILES: [CH3:45][C:46]#[N:47].[Cl:1][CH2:2][C:3](=[O:4])[N:5]1[CH2:6][CH2:7][CH:8]([N:11]2[N:12]=[C:13]([c:19]3[cH:20][c:21]([O:27][CH3:28])[c:22]([O:25][CH3:26])[cH:23][cH:24]3)[C:14]([CH3:17])([CH3:18])[C:15]2=[O:16])[CH2:9][CH2:10]1.[K+:39].[K+:40].[O-:41][C:42]([O-:43])=[O:44].[O:29]=[C:30]1[CH2:31][c:32]2[cH:33][cH:34][cH:35][cH:36][c:37]2[NH:38]1>>[CH2:2]([C:3](=[O:4])[N:5]1[CH2:6][CH2:7][CH:8]([N:11]2[N:12]=[C:13]([c:19]3[cH:20][c:21]([O:27][CH3:28])[c:22]([O:25][CH3:26])[cH:23][cH:24]3)[C:14]([CH3:17])([CH3:18])[C:15]2=[O:16])[CH2:9][CH2:10]1)[N:38]1[C:30](=[O:29])[CH2:31][c:32]2[cH:33][cH:34][cH:35][cH:36][c:37]21.